This data is from the Open Reaction Database (ORD), a public repository of structured organic reaction records. The task is: describe an organic reaction: reactants, conditions, products, and yield Reactants: O[C@H](C)[C@@H]1[C@H]2[C@H](C(=C(N2C1=O)C(=O)OCC1=CC=C(C=C1)[N+](=O)[O-])S[C@H]1C[C@H](N(C1)C(=O)OCC1=CC=C(C=C1)[N+](=O)[O-])CN1C=NC=C1)C (4-nitrobenzyl (4R,5S,6S)-6-[(1R)-1-hydroxyethyl]-3-[(2S,4S)-2-(imidazol-1-yl)methyl-1-(4-nitrobenzyloxycarbonyl)pyrrolidin-4-yl]thio-4-methyl-7-oxo-1- azabicyclo[3.2.0]hept-2-ene-2-carboxylate), BrCC(C)=O (bromoacetone). The solvent is O1CCCC1 (tetrahydrofuran). Yields the product [Br-].C(C(=O)C)N1C=[N+](C=C1)C[C@H]1N(C[C@H](C1)SC1=C(N2C([C@@H]([C@H]2[C@H]1C)[C@@H](C)O)=O)C(=O)OCC1=CC=C(C=C1)[N+](=O)[O-])C(=O)OCC1=CC=C(C=C1)[N+](=O)[O-] (4-nitrobenzyl (4R,5S,6S)-3-[(2S,4S)-2-(3-acetonyl-1-imidazolio)methyl-1-(4-nitrobenzyloxycarbonyl)pyrrolidin-4-yl]thio-6-[(1R)-1-hydroxyethyl]-4-methyl-7-oxo-1-azabicyclo[3.2.0]hept-2-ene-2-carboxylate bromide). As a reaction SMILES: [OH:1][C@@H:2]([C@H:4]1[C:10](=[O:11])[N:9]2[C@@H:5]1[C@@H:6]([CH3:50])[C:7]([S:25][C@@H:26]1[CH2:30][N:29]([C:31]([O:33][CH2:34][C:35]3[CH:40]=[CH:39][C:38]([N+:41]([O-:43])=[O:42])=[CH:37][CH:36]=3)=[O:32])[C@H:28]([CH2:44][N:45]3[CH:49]=[CH:48][N:47]=[CH:46]3)[CH2:27]1)=[C:8]2[C:12]([O:14][CH2:15][C:16]1[CH:21]=[CH:20][C:19]([N+:22]([O-:24])=[O:23])=[CH:18][CH:17]=1)=[O:13])[CH3:3].[Br:51][CH2:52][C:53](=[O:55])[CH3:54]>O1CCCC1>[Br-:51].[CH2:52]([N:47]1[CH:48]=[CH:49][N+:45]([CH2:44][C@@H:28]2[CH2:27][C@H:26]([S:25][C:7]3[C@H:6]([CH3:50])[C@H:5]4[N:9]([C:10](=[O:11])[C@@H:4]4[C@H:2]([OH:1])[CH3:3])[C:8]=3[C:12]([O:14][CH2:15][C:16]3[CH:21]=[CH:20][C:19]([N+:22]([O-:24])=[O:23])=[CH:18][CH:17]=3)=[O:13])[CH2:30][N:29]2[C:31]([O:33][CH2:34][C:35]2[CH:36]=[CH:37][C:38]([N+:41]([O-:43])=[O:42])=[CH:39][CH:40]=2)=[O:32])=[CH:46]1)[C:53]([CH3:54])=[O:55] |f:3.4|. Procedure details: A solution of 4-nitrobenzyl (4R,5S,6S)-6-[(1R)-1-hydroxyethyl]-3-[(2S,4S)-2-(imidazol-1-yl)methyl-1-(4-nitrobenzyloxycarbonyl)pyrrolidin-4-yl]thio-4-methyl-7-oxo-1- azabicyclo[3.2.0]hept-2-ene-2-carboxylate (0.80 g) and bromoacetone (0.3 ml) in tetrahydrofuran (8 ml) was stirred at ambient temperature for 18 hours. The mixture was concentrated under reduced pressure to give crude 4-nitrobenzyl (4R,5S,6S)-3-[(2S,4S)-2-(3-acetonyl-1-imidazolio)methyl-1-(4-nitrobenzyloxycarbonyl)pyrrolidin-4-yl]thi... Starting materials: O=C1N=C(SC2=C1C=CC=C2)C2=CC=CC(=N2)SCC(=O)N (2-{[6-(4-Oxo-4H-1,3-benzothiazin-2-yl)-2-pyridyl]thio}acetamide), ClC1=CC(=CC=C1)C(=O)OO (3-chloroperbenzoic acid). Solvent: C(Cl)(Cl)Cl (chloroform), C(Cl)(Cl)Cl (chloroform). Reaction conditions: time 1 hour. The product is O=C1N=C(SC2=C1C=CC=C2)C2=CC=CC(=N2)S(=O)CC(=O)N (2-{[6-(4-Oxo-4H-1,3-benzothiazin-2-yl)-2-pyridyl]sulfinyl}acetamide). Yield: 57.1%. Reaction SMILES: [O:1]=[C:2]1[C:7]2[CH:8]=[CH:9][CH:10]=[CH:11][C:6]=2[S:5][C:4]([C:12]2[N:17]=[C:16]([S:18][CH2:19][C:20]([NH2:22])=[O:21])[CH:15]=[CH:14][CH:13]=2)=[N:3]1.ClC1C=CC=C(C(OO)=[O:31])C=1>C(Cl)(Cl)Cl>[O:1]=[C:2]1[C:7]2[CH:8]=[CH:9][CH:10]=[CH:11][C:6]=2[S:5][C:4]([C:12]2[N:17]=[C:16]([S:18]([CH2:19][C:20]([NH2:22])=[O:21])=[O:31])[CH:15]=[CH:14][CH:13]=2)=[N:3]1. Reported procedure: 2-{[6-(4-Oxo-4H-1,3-benzothiazin-2-yl)-2-pyridyl]thio}acetamide (0.12 g, 0.36 mmol) was dissolved in chloroform (300 ml), and a solution of 3-chloroperbenzoic acid (77%, 0.082 g, 0.36 mmol) in chloroform (10 ml) was added dropwise thereto. The mixture was stirred at room temperature for 1 hr. The solvent was evaporated, and the residue was recrystallized from ethanol to give the titled compound (0.071 g, 57%) as white crystals. The reactants are CC#N, CCOC(=O)C1C(=O)CC(C)(C)NC1=O, O. Product: CC1(C)CC(=O)CC(=O)N1. Reaction SMILES: [CH3:16][C:17]#[N:18].[CH3:1][C:2]1([CH3:15])[CH2:3][C:4](=[O:14])[CH:5]([C:9]([O:10][CH2:11][CH3:12])=[O:13])[C:6](=[O:8])[NH:7]1.[OH2:19]>>[CH3:1][C:2]1([CH3:15])[CH2:3][C:4](=[O:14])[CH2:5][C:6](=[O:8])[NH:7]1. Starting materials: NC=1C(=C(C(=C(OC2=C(C(=NC=C2)N)[N+](=O)[O-])C1)F)F)F (4-(5-amino-2,3,4-trifluorophenoxy)-3-nitropyridin-2-amine), FC(OC=1C=C(C(=O)Cl)C=CC1)(F)F (3-(trifluoromethoxy)benzoyl chloride). Yields the product NC1=NC=CC(=C1[N+](=O)[O-])OC=1C(=C(C(=C(C1)NC(C1=CC(=CC=C1)OC(F)(F)F)=O)F)F)F (N-(5-(2-Amino-3-nitropyridin-4-yloxy)-2,3,4-trifluorophenyl)-3-(trifluoromethoxy)benzamide). Isolated yield 57.0%. RXN SMILES: [NH2:1][C:2]1[C:3]([F:21])=[C:4]([F:20])[C:5]([F:19])=[C:6]([CH:18]=1)[O:7][C:8]1[CH:13]=[CH:12][N:11]=[C:10]([NH2:14])[C:9]=1[N+:15]([O-:17])=[O:16].[F:22][C:23]([F:35])([F:34])[O:24][C:25]1[CH:26]=[C:27]([CH:31]=[CH:32][CH:33]=1)[C:28](Cl)=[O:29]>>[NH2:14][C:10]1[C:9]([N+:15]([O-:17])=[O:16])=[C:8]([O:7][C:6]2[C:5]([F:19])=[C:4]([F:20])[C:3]([F:21])=[C:2]([NH:1][C:28](=[O:29])[C:27]3[CH:31]=[CH:32][CH:33]=[C:25]([O:24][C:23]([F:22])([F:34])[F:35])[CH:26]=3)[CH:18]=2)[CH:13]=[CH:12][N:11]=1. Procedure: Method H was used with 4-(5-amino-2,3,4-trifluorophenoxy)-3-nitropyridin-2-amine and 3-(trifluoromethoxy)benzoyl chloride to afford the title compound (140 mg, 57%). 1H NMR δ (DMSO): 6.26 (d, 1H, Hpy,5, J=5.5 Hz), 7.35 (s, 2H, NH2), 7.55 (t, 1H, Harom,6′, J=6.5 Hz), 7.66 (d, 1H, Harom), 7.71 (t, 1H, Harom,5″, J=8.0 Hz), 7.91 (s, 1H, Harom,2″), 8.00 (d, 1H, Harom), 8.08 (d, 1H, HPy,6, J=5.5 Hz), 10.63 (s, 1H, NHamide). 19F NMR δ (DMSO): −56.28 (s, 3F, CF3), −141.42 (d, 1F, aromF, J=21.5 Hz), −152... Reactants: C(C)(C)N(C(C)C)CC (N,N-diisopropylethylamine), ClC1=CC=C(C=C1)C=1N(C(N(N1)S(=O)(=O)C1=NC=NN1)=O)C1CC1 (5-(4-Chlorophenyl)-4-cyclopropyl-2-(1H-1,2,4-triazol-5-ylsulfonyl)-2,4-dihydro-3H-1,2,4-triazol-3-one), FC(C1=C(CBr)C=CC=C1)(F)F (2-(trifluoromethyl)benzyl bromide). Run in ClCCl (dichloromethane), ClCCl (dichloromethane). Run at time 48 hour. Product: ClC1=CC=C(C=C1)C=1N(C(N(N1)S(=O)(=O)C1=NC=NN1CC1=C(C=CC=C1)C(F)(F)F)=O)C1CC1 (5-(4-Chlorophenyl)-4-cyclopropyl-2-({1-[2-(trifluoromethyl)benzyl]-1H-1,2,4-triazol-5-yl}sulfonyl)-2,4-dihydro-3H-1,2,4-triazol-3-one). RXN SMILES: [Cl:1][C:2]1[CH:7]=[CH:6][C:5]([C:8]2[N:9]([CH:22]3[CH2:24][CH2:23]3)[C:10](=[O:21])[N:11]([S:13]([C:16]3[NH:20][N:19]=[CH:18][N:17]=3)(=[O:15])=[O:14])[N:12]=2)=[CH:4][CH:3]=1.C(N(CC)C(C)C)(C)C.[F:34][C:35]([F:45])([F:44])[C:36]1[CH:43]=[CH:42][CH:41]=[CH:40][C:37]=1[CH2:38]Br>ClCCl>[Cl:1][C:2]1[CH:3]=[CH:4][C:5]([C:8]2[N:9]([CH:22]3[CH2:24][CH2:23]3)[C:10](=[O:21])[N:11]([S:13]([C:16]3[N:20]([CH2:38][C:37]4[CH:40]=[CH:41][CH:42]=[CH:43][C:36]=4[C:35]([F:34])([F:44])[F:45])[N:19]=[CH:18][N:17]=3)(=[O:15])=[O:14])[N:12]=2)=[CH:6][CH:7]=1. Procedure details: 37 mg (0.10 mmol) of the compound from Example 93A were dissolved in 3 ml of dichloromethane, and 21 μl (0.13 mmol) of N,N-diisopropylethylamine were added. 30 mg (0.13 mmol) of 2-(trifluoromethyl)benzyl bromide dissolved in 1 ml of dichloromethane were then added, and the mixture was stirred at RT for 48 h. For work-up, the mixture was concentrated under reduced pressure and the crude product was purified chromatographically [Method 19]. This gave 33 mg (63% of theory) of the target compound. Reactants: CC(C)(C)OC(=O)C1CC(Cc2ccccc2)C(c2ccccc2)N1, O=C(O)CNC(=O)Nc1cccc(C(=O)OCc2ccccc2)c1, CC#N, C(=NC1CCCCC1)=NC1CCCCC1. Yields the product CC(C)(C)OC(=O)C1CC(Cc2ccccc2)C(c2ccccc2)N1C(=O)CNC(=O)Nc1cccc(C(=O)OCc2ccccc2)c1. As a reaction SMILES: [CH2:16]([c:17]1[cH:18][cH:19][cH:20][cH:21][cH:22]1)[CH:23]1[CH2:24][CH:25]([C:34](=[O:35])[O:36][C:37]([CH3:38])([CH3:39])[CH3:40])[NH:26][CH:27]1[c:28]1[cH:29][cH:30][cH:31][cH:32][cH:33]1.[CH2:41]([c:42]1[cH:43][cH:44][cH:45][cH:46][cH:47]1)[O:48][C:49](=[O:50])[c:51]1[cH:52][c:53]([NH:57][C:58]([NH:59][CH2:60][C:61](=[O:62])[OH:63])=[O:64])[cH:54][cH:55][cH:56]1.[CH3:65][C:66]#[N:67].[CH:1]1([N:2]=[C:3]=[N:4][CH:5]2[CH2:6][CH2:7][CH2:8][CH2:9][CH2:10]2)[CH2:11][CH2:12][CH2:13][CH2:14][CH2:15]1>>[CH2:16]([c:17]1[cH:18][cH:19][cH:20][cH:21][cH:22]1)[CH:23]1[CH2:24][CH:25]([C:34](=[O:35])[O:36][C:37]([CH3:38])([CH3:39])[CH3:40])[N:26]([C:61]([CH2:60][NH:59][C:58]([NH:57][c:53]2[cH:52][c:51]([C:49]([O:48][CH2:41][c:42]3[cH:43][cH:44][cH:45][cH:46][cH:47]3)=[O:50])[cH:56][cH:55][cH:54]2)=[O:64])=[O:62])[CH:27]1[c:28]1[cH:29][cH:30][cH:31][cH:32][cH:33]1. The reactants are BrBr (bromine), ClC1=C(C(=NN1C)C)[N+](=O)[O-] (5-Chloro-1,3-dimethyl-4-nitropyrazole), BrBr (bromine). Run in C(Cl)(Cl)(Cl)Cl (carbon tetrachloride). Yields the product BrCC1=NN(C(=C1[N+](=O)[O-])Cl)C (3-Bromomethyl-5-chloro-1-methyl-4-nitropyrazole). Reaction SMILES: [Cl:1][C:2]1[N:6]([CH3:7])[N:5]=[C:4]([CH3:8])[C:3]=1[N+:9]([O-:11])=[O:10].[Br:12]Br>C(Cl)(Cl)(Cl)Cl>[Br:12][CH2:8][C:4]1[C:3]([N+:9]([O-:11])=[O:10])=[C:2]([Cl:1])[N:6]([CH3:7])[N:5]=1. Reported procedure: 5-Chloro-1,3-dimethyl-4-nitropyrazole (43 g, 0.29 moles) was dissolved in carbon tetrachloride (430 ml), bromine (12 ml) was added and the reaction mixture stirred at reflux for 48 hours whilst illuminating with a 500 W light source. A second portion of bromine (12 ml) was added and the reaction mixture refluxed for a further 48 hours. The reaction mixture was cooled and chromatographed on silica (gradient elution commencing with hexane and increasing the proportion of dichloromethane from 0 to ... Starting materials: ClC1=CC(=NC=C1C1(COC1)F)C#N (4-chloro-5-(3-fluorooxetan-3-yl)pyridine-2-carbonitrile), FC([C@H](C)O)(F)F ((S)-1,1,1-Trifluoro-propan-2-ol). Yields the product FC1(COC1)C=1C(=CC(=NC1)C#N)O[C@H](C(F)(F)F)C (5-(3-fluorooxetan-3-yl)-4-[(1S)-2,2,2-trifluoro-1-methyl-ethoxy]pyridine-2-carbonitrile). As a reaction SMILES: Cl[C:2]1[C:7]([C:8]2([F:12])[CH2:11][O:10][CH2:9]2)=[CH:6][N:5]=[C:4]([C:13]#[N:14])[CH:3]=1.[F:15][C:16]([F:21])([F:20])[C@@H:17]([OH:19])[CH3:18]>>[F:12][C:8]1([C:7]2[C:2]([O:19][C@@H:17]([CH3:18])[C:16]([F:21])([F:20])[F:15])=[CH:3][C:4]([C:13]#[N:14])=[N:5][CH:6]=2)[CH2:11][O:10][CH2:9]1. Procedure: The title compound was synthesized in analogy to Example 123c, using 4-chloro-5-(3-fluorooxetan-3-yl)pyridine-2-carbonitrile (Example 131a) and (S)-1,1,1-Trifluoro-propan-2-ol (CAN 3539-97-7) as starting materials and isolated (1.66 g, 61%); MS (ESI, m/z): 291.4 (M+H+). Starting materials: BrN1C(CCC1=O)=O (N-bromosuccinimide), ClC=1C=C(C=NC1)C1=NC(=CC2=C1N(C=N2)C[C@@H]2CC[C@H](CC2)C)C#N (4-(5-chloropyridin-3-yl)-3-[(trans-4-methylcyclohexyl)methyl]-3H-imidazo[4,5-c]pyridine-6-carbonitrile). Solvent: ClCCl (dichloromethane), C(Cl)(Cl)Cl (chloroform). Yields the product BrC1=NC2=C(C(=NC(=C2)C#N)C=2C=NC=C(C2)Cl)N1C[C@@H]1CC[C@H](CC1)C (2-bromo-4-(5-chloropyridin-3-yl)-3-[(trans-4-methylcyclohexyl)methyl]-3H-imidazo[4,5-c]pyridine-6-carbonitrile). RXN SMILES: [Br:1]N1C(=O)CCC1=O.[Cl:9][C:10]1[CH:11]=[C:12]([C:16]2[C:21]3[N:22]([CH2:25][C@H:26]4[CH2:31][CH2:30][C@H:29]([CH3:32])[CH2:28][CH2:27]4)[CH:23]=[N:24][C:20]=3[CH:19]=[C:18]([C:33]#[N:34])[N:17]=2)[CH:13]=[N:14][CH:15]=1>C(Cl)(Cl)Cl.ClCCl>[Br:1][C:23]1[N:22]([CH2:25][C@H:26]2[CH2:31][CH2:30][C@H:29]([CH3:32])[CH2:28][CH2:27]2)[C:21]2[C:16]([C:12]3[CH:13]=[N:14][CH:15]=[C:10]([Cl:9])[CH:11]=3)=[N:17][C:18]([C:33]#[N:34])=[CH:19][C:20]=2[N:24]=1. Procedure details: N-bromosuccinimide (5.84 g, 32.8 mmol) was added to a room temperature solution of 4-(5-chloropyridin-3-yl)-3-[(trans-4-methylcyclohexyl)methyl]-3H-imidazo[4,5-c]pyridine-6-carbonitrile (4 g, 10.9 mmol) stirring in degassed chloroform (54.7 mL). The reaction was heated to reflux for 1 hour. The mixture was cooled to room temperature, diluted with dichloromethane, and washed with saturated aqueous sodium thiosulfate (2×) and brine. The organic layer was dried over sodium sulfate, filtered, and co...